This data is from the Open Reaction Database (ORD), a public repository of structured organic reaction records. The task is: describe an organic reaction: reactants, conditions, products, and yield The reactants are CO, COC(=O)Cc1cc(Cl)cc([N+](=O)[O-])c1, [Na+], [OH-], O. Product: O=C(O)Cc1cc(Cl)cc([N+](=O)[O-])c1. RXN SMILES: [CH3:18][OH:19].[CH3:1][O:2][C:3]([CH2:4][c:5]1[cH:6][c:7]([Cl:14])[cH:8][c:9]([N+:11](=[O:12])[O-:13])[cH:10]1)=[O:15].[Na+:17].[OH-:16].[OH2:20]>>[O:2]=[C:3]([CH2:4][c:5]1[cH:6][c:7]([Cl:14])[cH:8][c:9]([N+:11](=[O:12])[O-:13])[cH:10]1)[OH:15]. Reactants: atmosphere, C(CCC)[Li] (n-butyllithium), I\C=C\C(CCCCC)OC(C1=CC=CC=C1)(C1=CC=CC=C1)C1=CC=CC=C1 (1-iodo-3-triphenylmethoxy-trans-1-octene), C1(=CC=CC=C1)C (toluene). Solvent: CCCCCC (hexane). Reaction conditions: temperature -40 celsius. Yields the product hydrocarbon, C1(=CC=CC=C1)C(OC(/C=C/[Li])CCCCC)(C1=CC=CC=C1)C1=CC=CC=C1 (3-triphenylmethoxy-trans-1-octenyllithium). RXN SMILES: I/[CH:2]=[CH:3]/[CH:4]([O:10][C:11]([C:24]1[CH:29]=[CH:28][CH:27]=[CH:26][CH:25]=1)([C:18]1[CH:23]=[CH:22][CH:21]=[CH:20][CH:19]=1)[C:12]1[CH:17]=[CH:16][CH:15]=[CH:14][CH:13]=1)[CH2:5][CH2:6][CH2:7][CH2:8][CH3:9].C1(C)C=CC=CC=1.C([Li:41])CCC>CCCCCC>[C:12]1([C:11]([C:24]2[CH:29]=[CH:28][CH:27]=[CH:26][CH:25]=2)([C:18]2[CH:23]=[CH:22][CH:21]=[CH:20][CH:19]=2)[O:10][CH:4]([CH2:5][CH2:6][CH2:7][CH2:8][CH3:9])/[CH:3]=[CH:2]/[Li:41])[CH:17]=[CH:16][CH:15]=[CH:14][CH:13]=1. Procedure: To a solution of 4.96 g. of 1-iodo-3-triphenylmethoxy-trans-1-octene (Example 730) in 10 ml. of toluene cooled to -78° C. is added under an inert atmosphere 1 molar equivalent of n-butyllithium dissolved in hexane. The reaction mixture is allowed to warm to -40° C. and is then maintained at that temperature for 1 hour to yield a hydrocarbon solution of 3-triphenylmethoxy-trans-1-octenyllithium. The reactants are C(C)(=O)O[BH-](OC(C)=O)OC(C)=O.C[N+](C)(C)C (tetramethylammonium triacetoxyborohydride), COC=1C=C(C=CC1OC)[C@@H](CCCNS(=O)(=O)C=1SC=CC1)N1C(C2=CC=CC(=C2C1=O)N1CCNCC1)=O ((R)-thiophene-2-sulfonic acid [4-(3,4-dimethoxy-phenyl)-4-(1,3-dioxo-4-piperazin-1-yl-1,3-dihydro-isoindol-2-yl)-butyl]-amide), ClC(C)Cl (dichloroethane), O1C=C(C=C1)C=O (3-furaldehyde). Conditions: time 3 hour. Yields the product COC=1C=C(C=CC1OC)[C@@H](CCCNS(=O)(=O)C=1SC=CC1)N1C(C2=CC=CC(=C2C1=O)N1CCN(CC1)CC1=COC=C1)=O ((R)-thiophene-2-sulfonic acid {4-(3,4-dimethoxy-phenyl)-4-[4-(4-furan-3-ylmethyl-piperazin-1-yl)-1,3-dioxo-1,3-dihydro-isoindol-2-yl]-butyl}-amide). Isolated yield 64.4%. Reaction SMILES: [CH3:1][O:2][C:3]1[CH:4]=[C:5]([C@H:11]([N:24]2[C:32](=[O:33])[C:31]3[C:26](=[CH:27][CH:28]=[CH:29][C:30]=3[N:34]3[CH2:39][CH2:38][NH:37][CH2:36][CH2:35]3)[C:25]2=[O:40])[CH2:12][CH2:13][CH2:14][NH:15][S:16]([C:19]2[S:20][CH:21]=[CH:22][CH:23]=2)(=[O:18])=[O:17])[CH:6]=[CH:7][C:8]=1[O:9][CH3:10].ClC(Cl)C.[O:45]1[CH:49]=[CH:48][C:47]([CH:50]=O)=[CH:46]1.C(O[BH-](OC(=O)C)OC(=O)C)(=O)C.C[N+](C)(C)C>>[CH3:1][O:2][C:3]1[CH:4]=[C:5]([C@H:11]([N:24]2[C:32](=[O:33])[C:31]3[C:26](=[CH:27][CH:28]=[CH:29][C:30]=3[N:34]3[CH2:39][CH2:38][N:37]([CH2:50][C:47]4[CH:48]=[CH:49][O:45][CH:46]=4)[CH2:36][CH2:35]3)[C:25]2=[O:40])[CH2:12][CH2:13][CH2:14][NH:15][S:16]([C:19]2[S:20][CH:21]=[CH:22][CH:23]=2)(=[O:18])=[O:17])[CH:6]=[CH:7][C:8]=1[O:9][CH3:10] |f:3.4|. Procedure: A 50-mL round bottom flask was charged with Compound 167 (20.0 mg, 0.032 mmol) and dichloroethane (4.0 mL). Trietheylamine (5.0 μL) was added followed by 3-furaldehyde (6.0 mg, 0.06 mmol) and tetramethylammonium triacetoxyborohydride (11.8 mg, 0.045 mmol). The mixture was stirred at room temperature for 3 h. The mixture quenched with saturated aqueous sodium bicarbonate (10 mL) and extracted with dichloromethane (50 mL). The organic layer was dried using Na2SO4, filtered through Celite®, and con...